Dataset: the Open Reaction Database (ORD), a public repository of structured organic reaction records. Task: describe an organic reaction: reactants, conditions, products, and yield Reactants: C(C)OC(=O)C1=CN=C(S1)OCC=1C(=NOC1C)C1=CC=CC=C1 (2-(5-methyl-3-phenyl-isoxazol-4-ylmethoxy)-thiazole-5-carboxylic acid ethyl ester), NC(CO)(C)C (2-amino-2-methyl-1-propanol). The product is OCC(C)(C)NC(=O)C1=CN=C(S1)OCC=1C(=NOC1C)C1=CC=CC=C1 (2-(5-Methyl-3-phenyl-isoxazol-4-ylmethoxy)-thiazole-5-carboxylic acid (2-hydroxy-1,1-dimethyl-ethyl)-amide). The yield is 23.0%. RXN SMILES: C(O[C:4]([C:6]1[S:10][C:9]([O:11][CH2:12][C:13]2[C:14]([C:19]3[CH:24]=[CH:23][CH:22]=[CH:21][CH:20]=3)=[N:15][O:16][C:17]=2[CH3:18])=[N:8][CH:7]=1)=[O:5])C.[NH2:25][C:26]([CH3:30])([CH3:29])[CH2:27][OH:28]>>[OH:28][CH2:27][C:26]([NH:25][C:4]([C:6]1[S:10][C:9]([O:11][CH2:12][C:13]2[C:14]([C:19]3[CH:20]=[CH:21][CH:22]=[CH:23][CH:24]=3)=[N:15][O:16][C:17]=2[CH3:18])=[N:8][CH:7]=1)=[O:5])([CH3:30])[CH3:29]. Procedure: As described for example 127, 2-(5-methyl-3-phenyl-isoxazol-4-ylmethoxy)-thiazole-5-carboxylic acid ethyl ester (95 mg, 0.28 mmol) was converted, using 2-amino-2-methyl-1-propanol instead of isopropylamine, to the title compound (25 mg, 23%) which was obtained as a colourless gum after purification by chromatography (silica, 0 to 3% methanol in dichloromethane). MS: m/e=388.3 [M+H]+. Starting materials: C1(=CC=CC2=CC=CC=C12)CCCCC1=C(C=CC=C1)O (2-[4-(1-naphthyl)butyl]phenol), CC(C)([O-])C.[K+] (potassium t-butoxide), C(Br)C1CO1 (epibromohydrin). Run in CC(=O)N(C)C (dimethylacetamide). Yields the product C1(=CC=CC2=CC=CC=C12)CCCCC1=C(OCC2OC2)C=CC=C1 (2-{2-[4-(1-Naphthyl)butyl]phenoxymethyl}oxirane). Yield: 79.9%. As a reaction SMILES: [C:1]1([CH2:11][CH2:12][CH2:13][CH2:14][C:15]2[CH:20]=[CH:19][CH:18]=[CH:17][C:16]=2[OH:21])[C:10]2[C:5](=[CH:6][CH:7]=[CH:8][CH:9]=2)[CH:4]=[CH:3][CH:2]=1.[CH3:22][C:23](C)([O-:25])[CH3:24].[K+].C(C1OC1)Br>CC(N(C)C)=O>[C:1]1([CH2:11][CH2:12][CH2:13][CH2:14][C:15]2[CH:20]=[CH:19][CH:18]=[CH:17][C:16]=2[O:21][CH2:22][CH:23]2[CH2:24][O:25]2)[C:10]2[C:5](=[CH:6][CH:7]=[CH:8][CH:9]=2)[CH:4]=[CH:3][CH:2]=1 |f:1.2|. Procedure: Following a procedure similar to that described in Example 1(a), 329 mg of 2-[4-(1-naphthyl)butyl]phenol (prepared as described in Preparation 16), 134 mg of potassium t-butoxide and 334 mg of epibromohydrin were reacted in 15 ml of dimethylacetamide. The crude product, extracted as described in Example 1(a), was purified as described in Example 1(a), to give 316 mg (yield 80%) of the title compound as a colorless oil. Reactants: BrCCN1CCN(CC1)C (1-(2-bromoethyl)-4-methylpiperazine), Cl.ClC1=CC=C(C=C1)NN (4-chlorophenylhydrazine hydrochloride), CN1CCC(CC1)=O (N-methyl-4-piperidone). Run in C(C)N(CC)CC (triethylamine). Product: ClC1=CC=2C3=C(N(C2C=C1)CCN1CCN(CC1)C)CCN(C3)C (8-chloro-2,3,4,5-tetrahydro-2-methyl-5-(2-(4-methylpiperazin-1-yl)ethyl)-1H-pyrido[4,3-b]indole). Reaction SMILES: Br[CH2:2][CH2:3][N:4]1[CH2:9][CH2:8][N:7]([CH3:10])[CH2:6][CH2:5]1.Cl.[Cl:12][C:13]1[CH:18]=[CH:17][C:16]([NH:19]N)=[CH:15][CH:14]=1.[CH3:21][N:22]1[CH2:27][CH2:26][C:25](=O)[CH2:24][CH2:23]1>C(N(CC)CC)C>[Cl:12][C:13]1[CH:18]=[CH:17][C:16]2[N:19]([CH2:2][CH2:3][N:4]3[CH2:9][CH2:8][N:7]([CH3:10])[CH2:6][CH2:5]3)[C:25]3[CH2:26][CH2:27][N:22]([CH3:21])[CH2:23][C:24]=3[C:15]=2[CH:14]=1 |f:1.2|. Reported procedure: The title compound is prepared by following Method 8 by using 1-(2-bromoethyl)-4-methylpiperazine, 4-chlorophenylhydrazine hydrochloride, triethylamine and N-methyl-4-piperidone Conditions: time 5 minute. The solvent is C1CCOC1 (THF), C1CCOC1 (THF). Starting materials: C(C=C)C1=C(C=NC=C1Br)Br (4-allyl-3,5-dibromo-pyridine), [Li]CCCC (n-BuLi), FC1=C(C#N)C=CC(=C1)C=O (2-Fluoro-4-formylbenzonitrile). Product: C(C=C)C1=C(C=NC=C1Br)C(C1=CC(=C(C#N)C=C1)F)O (4-[(4-allyl-5-bromo-pyridin-3-yl)-hydroxy-methyl]-2-fluoro-benzonitrile). Procedure: To a solution of 4-allyl-3,5-dibromo-pyridine (as described above in Step A) (2.35 g, 8.48 mmol) in THF (100 mL) at −100° C. was added n-BuLi (8.48 mmol), and the mixture was stirred for 5 min. 2-Fluoro-4-formyl-benzonitrile (as described in Example 17, Step A) (1.39 g, 9.33 mmol) in THF (5 mL) was added dropwise via syringe. The reaction mixture was stirred at −78° C. for 1 hr, quenched with saturated NH4Cl (50 mL), and partitioned between EtOAc and saturated NaHCO3. The organic layer was washe... As a reaction SMILES: [CH2:1]([C:4]1[C:9](Br)=[CH:8][N:7]=[CH:6][C:5]=1[Br:11])[CH:2]=[CH2:3].[Li]CCCC.[F:17][C:18]1[CH:25]=[C:24]([CH:26]=[O:27])[CH:23]=[CH:22][C:19]=1[C:20]#[N:21]>C1COCC1>[CH2:1]([C:4]1[C:5]([Br:11])=[CH:6][N:7]=[CH:8][C:9]=1[CH:26]([OH:27])[C:24]1[CH:23]=[CH:22][C:19]([C:20]#[N:21])=[C:18]([F:17])[CH:25]=1)[CH:2]=[CH2:3]. The reactants are CCCCI, COC(=O)c1cc(I)c2cc[nH]c2c1, [K+], CN(C)C=O, [OH-]. The product is CCCCn1ccc2c(I)cc(C(=O)OC)cc21. RXN SMILES: [I:17][CH2:18][CH2:19][CH2:20][CH3:21].[I:1][c:2]1[c:3]2[cH:4][cH:5][nH:6][c:7]2[cH:8][c:9]([C:11](=[O:12])[O:13][CH3:14])[cH:10]1.[K+:16].[O:22]=[CH:23][N:24]([CH3:25])[CH3:26].[OH-:15]>>[I:1][c:2]1[c:3]2[cH:4][cH:5][n:6]([CH2:18][CH2:19][CH2:20][CH3:21])[c:7]2[cH:8][c:9]([C:11](=[O:12])[O:13][CH3:14])[cH:10]1. The reactants are ClC=1C(=NC=C(N1)N(C(CC)C)C)C=O (3-chloro-5-[methyl(1-methylpropyl)amino]pyrazine-2-carbaldehyde), C(C1=CC=CC=C1)NC[C@H](COC)O ((2R)-1-(benzylamino)-3-methoxypropan-2-ol), C(C)(=O)O[BH-](OC(C)=O)OC(C)=O.[Na+] (sodium triacetoxyborohydride), C(O)([O-])=O.[Na+] (sodium hydrogen carbonate). Run in C(C)#N (acetonitrile), C(C)(=O)O (acetic acid). Reaction conditions: time 3 hour. Product: C(C1=CC=CC=C1)N(C[C@H](COC)O)CC1=NC=C(N=C1Cl)N(C(CC)C)C ((2R)-1-[benzyl({3-chloro-5-[methyl(1-methylpropyl)amino]pyrazin-2-yl}methyl)amino]-3-methoxypropan-2-ol). The yield is 63.6%. RXN SMILES: [Cl:1][C:2]1[C:3]([CH:14]=O)=[N:4][CH:5]=[C:6]([N:8]([CH3:13])[CH:9]([CH3:12])[CH2:10][CH3:11])[N:7]=1.[CH2:16]([NH:23][CH2:24][C@@H:25]([OH:29])[CH2:26][O:27][CH3:28])[C:17]1[CH:22]=[CH:21][CH:20]=[CH:19][CH:18]=1.C(O[BH-](OC(=O)C)OC(=O)C)(=O)C.[Na+].C(=O)([O-])O.[Na+]>C(#N)C.C(O)(=O)C>[CH2:16]([N:23]([CH2:14][C:3]1[C:2]([Cl:1])=[N:7][C:6]([N:8]([CH3:13])[CH:9]([CH3:12])[CH2:10][CH3:11])=[CH:5][N:4]=1)[CH2:24][C@@H:25]([OH:29])[CH2:26][O:27][CH3:28])[C:17]1[CH:22]=[CH:21][CH:20]=[CH:19][CH:18]=1 |f:2.3,4.5|. Procedure details: To a solution of 3-chloro-5-[methyl(1-methylpropyl)amino]pyrazine-2-carbaldehyde (342 mg), (2R)-1-(benzylamino)-3-methoxypropan-2-ol (351 mg) and acetic acid (258 μl) in acetonitrile (5 mL) was added sodium triacetoxyborohydride (477 mg), and the mixture was stirred at room temperature for 3 hr. To the reaction mixture was added dropwise saturated sodium hydrogen carbonate solution, and the mixture was extracted with ethyl acetate. The organic layer was washed with saturated brine and dried over...